Dataset: the Open Reaction Database (ORD), a public repository of structured organic reaction records. Task: describe an organic reaction: reactants, conditions, products, and yield Reactants: O=C(CC(=O)OC)C1=CC=C(C=C1)C(F)(F)F (methyl 3-oxo-3-[4-(trifluoromethyl)phenyl]propanoate), NC(=CC(=O)OC)CC (methyl 3-aminopent-2-enoate). Run in C=1(C(=CC=CC1)C)C (xylene). Yields the product C(C)C=1NC(=CC(C1C(=O)OC)=O)C1=CC=C(C=C1)C(F)(F)F (Methyl 2-ethyl-4-oxo-6-[4-(trifluoromethyl)phenyl]-1,4-dihydropyridine-3-carboxylate). Reaction SMILES: O=[C:2]([C:8]1[CH:13]=[CH:12][C:11]([C:14]([F:17])([F:16])[F:15])=[CH:10][CH:9]=1)[CH2:3][C:4]([O:6]C)=O.[NH2:18][C:19]([CH2:25][CH3:26])=[CH:20][C:21]([O:23][CH3:24])=[O:22]>C1(C)C(C)=CC=CC=1>[CH2:25]([C:19]1[NH:18][C:2]([C:8]2[CH:13]=[CH:12][C:11]([C:14]([F:17])([F:16])[F:15])=[CH:10][CH:9]=2)=[CH:3][C:4](=[O:6])[C:20]=1[C:21]([O:23][CH3:24])=[O:22])[CH3:26]. Procedure details: 1.00 g (3.84 mmol) of methyl 3-oxo-3-[4-(trifluoromethyl)phenyl]propanoate and 546 mg (4.23 mmol) of methyl 3-aminopent-2-enoate [Pena et al., J. Am. Chem. Soc. 124., 14552-14553 (2002)] were taken up in 4 ml of xylene, 1.50 g molecular sieve (4 Å) which had been dried by heating were added and the mixture was reacted at reflux temperature overnight. The molecular sieve was removed by filtration and washed with methanol/chloroform (1/1). The combined organic phases were concentrated on a rotary ... Reactants: C(C)N(CC)S(F)(F)F (diethylaminosulfur trifluoride), C(=O)=O.CC(=O)C (dry ice acetone), FC(C(O)C1=CC=C(C=C1)C)(S(=O)(=O)C1=CC=CC=C1)F (2,2-difluoro-1-(4-methylphenyl)-2-phenylsulfonylethanol). Run in ClCCl (dichloromethane), ClCCl (dichloromethane). The product is CC1=CC=C(C=C1)C(C(F)(F)S(=O)(=O)C1=CC=CC=C1)F (2-(4-methylphenyl)-1-phenylsulfonyl-1,1,2-trifluoroethane). Yield: 71.6%. RXN SMILES: C(N(S(F)(F)[F:7])CC)C.C(=O)=O.CC(C)=O.[F:17][C:18]([F:37])([S:28]([C:31]1[CH:36]=[CH:35][CH:34]=[CH:33][CH:32]=1)(=[O:30])=[O:29])[CH:19]([C:21]1[CH:26]=[CH:25][C:24]([CH3:27])=[CH:23][CH:22]=1)O>ClCCl>[CH3:27][C:24]1[CH:25]=[CH:26][C:21]([CH:19]([F:7])[C:18]([S:28]([C:31]2[CH:36]=[CH:35][CH:34]=[CH:33][CH:32]=2)(=[O:30])=[O:29])([F:37])[F:17])=[CH:22][CH:23]=1 |f:1.2|. Procedure details: A solution of 0.24 mL (1.8 mmol) of diethylaminosulfur trifluoride in 5 mL of dichloromethane was cooled to -78° C. (dry ice-acetone bath) and treated dropwise with a solution of 0.50 g (1.6 mmol) of 2,2-difluoro-1-(4-methylphenyl)-2-phenylsulfonylethanol in 2 mL of dichloromethane. The cooling bath was removed, and 30 minutes later 2 mL of saturated NaHCO3 was added with vigorous stirring. The organic layer was removed, washed with one 2 mL portion of water, dried (MgSO4), and concentrated in v... The reactants are ClC1=CC=C(C=C1)C(C=CC1=CC=C(C=C1)Cl)=O (1,3-bis(4-chlorophenyl)-prop-2-en-1-one), C(CC(=O)OCC)(=O)OCC (diethyl malonate). The product is ClC1=CC=C(C=C1)C(CC(=O)C1=CC=C(C=C1)Cl)C(C(=O)OCC)C(=O)OCC (diethyl 2-[1,3-bis(4-chlorophenyl)-3-oxopropyl]-malonate). As a reaction SMILES: [Cl:1][C:2]1[CH:7]=[CH:6][C:5]([C:8](=[O:18])[CH:9]=[CH:10][C:11]2[CH:16]=[CH:15][C:14]([Cl:17])=[CH:13][CH:12]=2)=[CH:4][CH:3]=1.[C:19]([O:27][CH2:28][CH3:29])(=[O:26])[CH2:20][C:21]([O:23][CH2:24][CH3:25])=[O:22]>>[Cl:17][C:14]1[CH:13]=[CH:12][C:11]([CH:10]([CH:20]([C:21]([O:23][CH2:24][CH3:25])=[O:22])[C:19]([O:27][CH2:28][CH3:29])=[O:26])[CH2:9][C:8]([C:5]2[CH:6]=[CH:7][C:2]([Cl:1])=[CH:3][CH:4]=2)=[O:18])=[CH:16][CH:15]=1. Reported procedure: By a procedure similar to that of example 1.59.2, starting from 1,3-bis(4-chlorophenyl)-prop-2-en-1-one and diethyl malonate, diethyl 2-[1,3-bis(4-chlorophenyl)-3-oxopropyl]-malonate was obtained as colourless solid. The reactants are S1C(=CC=C1)C1=CCC(CC1)C(CNS(=O)(=O)C(C)C)C (N-[2-[4-(2-thienyl)-3-cyclohexen-1-yl]propyl] 2-propanesulfonamide), O1CCCC1 (tetrahydrofuran). Conditions: temperature 0 celsius, time 4 hour. Yields the product S1C(=CC=C1)C1C(CC(CC1)C(CNS(=O)(=O)C(C)C)C)O (N-[2-[4-(2-thienyl)-3-hydroxycyclohexyl]propyl] 2-propanesulfonamide). Reaction SMILES: [S:1]1[CH:5]=[CH:4][CH:3]=[C:2]1[C:6]1[CH2:11][CH2:10][CH:9]([CH:12]([CH3:21])[CH2:13][NH:14][S:15]([CH:18]([CH3:20])[CH3:19])(=[O:17])=[O:16])[CH2:8][CH:7]=1.[O:22]1CCCC1>>[S:1]1[CH:5]=[CH:4][CH:3]=[C:2]1[CH:6]1[CH2:11][CH2:10][CH:9]([CH:12]([CH3:21])[CH2:13][NH:14][S:15]([CH:18]([CH3:20])[CH3:19])(=[O:17])=[O:16])[CH2:8][CH:7]1[OH:22]. Procedure details: To a 0° C. solution of 1 eq. of N-[2-[4-(2-thienyl)-3-cyclohexen-1-yl]propyl] 2-propanesulfonamide (see example 8) in tetrahydrofuran is added 0.67 eq. of borane dimethyl sulfide complex. The mixture is stirred at 0° C. for 4 hr and slowly quenched with ethanol. To the 0° C. solution is added 3N aqueous sodium hydroxide then 30% aqueous hydrogen peroxide. The mixture is stirred at 0° C. for one hr. The organic portion is separated and the aqueous portion is extracted two times with diethyl ether... Reactants: C(C)(C)(C)OC(NC1(COC(OC1)(C)C)\C=C\C1=CC(=C(C=C1)OCCCCCCC)C(F)(F)F)=O ((E)-{2,2-dimethyl-5-[2-(4-heptyloxy-3-trifluoromethylphenyl)vinyl]-1,3-dioxan-5-yl}carbamic Acid t-butyl Ester), Cl (hydrochloric acid). Solvent: C(C)O (ethanol). Conditions: temperature 80 celsius, time 1.5 hour. Product: Cl.NC(CO)(CO)\C=C\C1=CC(=C(C=C1)OCCCCCCC)C(F)(F)F ((E)-2-amino-2-[2-(4-heptyloxy-3-trifluoromethylphenyl)vinyl]propane-1,3-diol Hydrochloride). As a reaction SMILES: C(OC(=O)[NH:7][C:8]1(/[CH:16]=[CH:17]/[C:18]2[CH:23]=[CH:22][C:21]([O:24][CH2:25][CH2:26][CH2:27][CH2:28][CH2:29][CH2:30][CH3:31])=[C:20]([C:32]([F:35])([F:34])[F:33])[CH:19]=2)[CH2:13][O:12]C(C)(C)[O:10][CH2:9]1)(C)(C)C.[ClH:37]>C(O)C>[ClH:37].[NH2:7][C:8](/[CH:16]=[CH:17]/[C:18]1[CH:23]=[CH:22][C:21]([O:24][CH2:25][CH2:26][CH2:27][CH2:28][CH2:29][CH2:30][CH3:31])=[C:20]([C:32]([F:33])([F:34])[F:35])[CH:19]=1)([CH2:9][OH:10])[CH2:13][OH:12] |f:3.4|. Procedure details: Compound 28-5 (500 mg) was dissolved in ethanol (15 ml), concentrated hydrochloric acid (1.5 ml) was added, and the mixture was stirred at 80° C. for 1.5 hr. The reaction mixture was concentrated, and the residue was washed with diethyl ether to give the object product (330 mg) as a white powder.